From a dataset of the Open Reaction Database (ORD), a public repository of structured organic reaction records. describe an organic reaction: reactants, conditions, products, and yield The reactants are N1=CC=CC=C1 (pyridine), [OH-].[K+] (potassium hydroxide), CS(=O)(=O)C1=CC=C(C=C1)S(=O)(=O)Cl (4-(methylsulphonyl)benzenesulphonyl chloride), CC=1C=C(N)C=C(C1S(=O)(=O)C[N+](=O)[O-])C (3,5-dimethyl-4-[(nitromethyl)sulphonyl]aniline), Cl (hydrochloric acid). Solvent: O1CCCC1 (tetrahydrofuran), O (water). Reaction conditions: time 2 day. Product: CC=1C=C(C=C(C1S(=O)(=O)C[N+](=O)[O-])C)NS(=O)(=O)C1=CC=C(C=C1)S(=O)(=O)C (N-[3,5-dimethyl-4-[(nitromethyl)sulphonyl]phenyl]-4-(methylsulphonyl)benzenesulphonamide). Yield: 25.7%. As a reaction SMILES: N1C=CC=CC=1.[OH-].[K+].[CH3:9][S:10]([C:13]1[CH:18]=[CH:17][C:16]([S:19](Cl)(=[O:21])=[O:20])=[CH:15][CH:14]=1)(=[O:12])=[O:11].[CH3:23][C:24]1[CH:25]=[C:26]([CH:28]=[C:29]([CH3:38])[C:30]=1[S:31]([CH2:34][N+:35]([O-:37])=[O:36])(=[O:33])=[O:32])[NH2:27].Cl>O1CCCC1.O>[CH3:38][C:29]1[CH:28]=[C:26]([NH:27][S:19]([C:16]2[CH:17]=[CH:18][C:13]([S:10]([CH3:9])(=[O:12])=[O:11])=[CH:14][CH:15]=2)(=[O:21])=[O:20])[CH:25]=[C:24]([CH3:23])[C:30]=1[S:31]([CH2:34][N+:35]([O-:37])=[O:36])(=[O:33])=[O:32] |f:1.2|. Procedure: 1.31 ml (16.2 mmol) of pyridine, dried over potassium hydroxide, and 2.5 g (9.82 mmol) of 4-(methylsulphonyl)benzenesulphonyl chloride are successively added to a solution, maintained under a nitrogen atmosphere, of 1.6 g (6.55 mmol) of 3,5-dimethyl-4-[(nitromethyl)sulphonyl]aniline in 50 ml of anhydrous tetrahydrofuran. The reaction medium is stirred for 2 days at room temperature and then poured into 200 ml of water. The mixture obtained is brought to pH 3 by addition of 1N hydrochloric acid a... RXN SMILES: [NH2:1][C:2]1[N:7]=[CH:6][C:5]([C:8]2[CH:16]=[CH:15][C:11]([C:12](O)=[O:13])=[CH:10][CH:9]=2)=[CH:4][C:3]=1[C:17](=[O:25])[NH:18][C:19]1[CH:24]=[CH:23][N:22]=[CH:21][CH:20]=1.[NH3:26]>>[NH2:1][C:2]1[N:7]=[CH:6][C:5]([C:8]2[CH:16]=[CH:15][C:11]([C:12](=[O:13])[NH2:26])=[CH:10][CH:9]=2)=[CH:4][C:3]=1[C:17]([NH:18][C:19]1[CH:24]=[CH:23][N:22]=[CH:21][CH:20]=1)=[O:25]. Starting materials: NC1=C(C=C(C=N1)C1=CC=C(C(=O)O)C=C1)C(NC1=CC=NC=C1)=O (4-[6-amino-5-(pyridin-4-ylcarbamoyl)-pyridin-3-yl]-benzoic acid), N (ammonia). Product: NC1=C(C(=O)NC2=CC=NC=C2)C=C(C=N1)C1=CC=C(C=C1)C(N)=O (2-Amino-5-(4-carbamoyl-phenyl)-N-pyridin-4-yl-nicotinamide). Reported procedure: Reaction of 4-[6-amino-5-(pyridin-4-ylcarbamoyl)-pyridin-3-yl]-benzoic acid with ammonia gives “A88”; method 1: HPLC/MS: 1.10 min, [M+H]=334; Reactants: C[Si](C)(C)[N-][Si](C)(C)C.[Li+] (Lithium bis(trimethylsilyl)amide), O (H2O), BrCCCOC(C#N)C=1C=NC(=NC1)C (2-(3-bromopropoxy)-2-(2-methylpyrimidin-5-yl)acetonitrile), [NH4+].[Cl-] (NH4Cl). Solvent: C1CCOC1 (THF), C1CCOC1 (THF). Conditions: temperature -78 celsius, time 1 hour. The product is CC1=NC=C(C=N1)C1(OCCC1)C#N (2-(2-Methylpyrimidin-5-yl)tetrahydrofuran-2-carbonitrile). Reaction SMILES: Br[CH2:2][CH2:3][CH2:4][O:5][CH:6]([C:9]1[CH:10]=[N:11][C:12]([CH3:15])=[N:13][CH:14]=1)[C:7]#[N:8].C[Si]([N-][Si](C)(C)C)(C)C.[Li+].[NH4+].[Cl-].O>C1COCC1>[CH3:15][C:12]1[N:11]=[CH:10][C:9]([C:6]2([C:7]#[N:8])[CH2:2][CH2:3][CH2:4][O:5]2)=[CH:14][N:13]=1 |f:1.2,3.4|. Procedure details: A solution of 2-(3-bromopropoxy)-2-(2-methylpyrimidin-5-yl)acetonitrile (24 mg, 0.089 mmol) in THF (3 mL) was cooled at −78° C. Lithium bis(trimethylsilyl)amide in THF (141 μl, 0, 141 mmol, 1 molar) was added slowly and the mixture was stirred for 1 hour at −78° C. To the reaction mixture was added sat. aq. NH4Cl (10 mL) and the mixture was allowed to warm to room temperature. The reaction mixture was dilluted with H2O (10 mL) and extracted with AcOEt (3×15 mL). The combined org. phases were was... Reactants: C[SiH](C)OC1(CSCC(O)CN=[N+]=[N-])CC(C(C)(C)C)CN1C(=O)OCc1ccc([N+](=O)[O-])cc1, N, c1ccc(P(c2ccccc2)c2ccccc2)cc1, c1ccncc1. Yields the product C[SiH](C)OC1(CSCC(O)CN)CC(C(C)(C)C)CN1C(=O)OCc1ccc([N+](=O)[O-])cc1. As a reaction SMILES: [N:1](=[N+:2]=[N-:3])[CH2:4][CH:5]([CH2:6][S:7][CH2:8][C:9]1([O:31][SiH:32]([CH3:33])[CH3:34])[N:10]([C:18](=[O:19])[O:20][CH2:21][c:22]2[cH:23][cH:24][c:25]([N+:28](=[O:29])[O-:30])[cH:26][cH:27]2)[CH2:11][CH:12]([C:14]([CH3:15])([CH3:16])[CH3:17])[CH2:13]1)[OH:35].[NH3:55].[c:36]1([P:37]([c:38]2[cH:39][cH:40][cH:41][cH:42][cH:43]2)[c:44]2[cH:45][cH:46][cH:47][cH:48][cH:49]2)[cH:50][cH:51][cH:52][cH:53][cH:54]1.[cH:56]1[cH:57][cH:58][n:59][cH:60][cH:61]1>>[NH2:1][CH2:4][CH:5]([CH2:6][S:7][CH2:8][C:9]1([O:31][SiH:32]([CH3:33])[CH3:34])[N:10]([C:18](=[O:19])[O:20][CH2:21][c:22]2[cH:23][cH:24][c:25]([N+:28](=[O:29])[O-:30])[cH:26][cH:27]2)[CH2:11][CH:12]([C:14]([CH3:15])([CH3:16])[CH3:17])[CH2:13]1)[OH:35]. The reactants are CCN(C(C)C)C(C)C (DIPEA), N[C@@H](CC1=CNC2=CC=CC=C12)C(=O)N1[C@H](C(=O)O)CCC1 (H-Trp-Pro-OH), CC(C)([C@H](C(=O)O)N)S[As](C)C (DMAPA), OS(=O)(=O)[O-].[K+] (KHSO4), N([C@@H](CC1=CNC2=CC=CC=C12)C(=O)ON1C(=O)CCC1=O)C(=O)OCC1=CC=CC=C1 (Z-Trp-OSu). Solvent: CC(=O)N(C)C (DMA), C(C)(=O)OCC (ethyl acetate), C(C)(=O)OCC (ethyl acetate). Run at temperature 5 celsius. The product is N([C@@H](CC1=CNC2=CC=CC=C12)C(=O)N[C@@H](CC1=CNC2=CC=CC=C12)C(=O)N1[C@H](C(=O)O)CCC1)C(=O)OCC1=CC=CC=C1 (Z-Trp-Trp-Pro-OH). RXN SMILES: CCN(C(C)C)C(C)C.[NH2:10][C@H:11]([C:22]([N:24]1[CH2:31][CH2:30][CH2:29][C@H:25]1[C:26]([OH:28])=[O:27])=[O:23])[CH2:12][C:13]1[C:21]2[C:16](=[CH:17][CH:18]=[CH:19][CH:20]=2)[NH:15][CH:14]=1.[NH:32]([C:54]([O:56][CH2:57][C:58]1[CH:63]=[CH:62][CH:61]=[CH:60][CH:59]=1)=[O:55])[C@H:33]([C:44](ON1C(=O)CCC1=O)=[O:45])[CH2:34][C:35]1[C:43]2[C:38](=[CH:39][CH:40]=[CH:41][CH:42]=2)[NH:37][CH:36]=1.CC(S[As](C)C)([C@@H](N)C(O)=O)C.OS([O-])(=O)=O.[K+]>C(OCC)(=O)C.CC(N(C)C)=O>[NH:32]([C:54]([O:56][CH2:57][C:58]1[CH:63]=[CH:62][CH:61]=[CH:60][CH:59]=1)=[O:55])[C@H:33]([C:44]([NH:10][C@H:11]([C:22]([N:24]1[CH2:31][CH2:30][CH2:29][C@H:25]1[C:26]([OH:28])=[O:27])=[O:23])[CH2:12][C:13]1[C:21]2[C:16](=[CH:17][CH:18]=[CH:19][CH:20]=2)[NH:15][CH:14]=1)=[O:45])[CH2:34][C:35]1[C:43]2[C:38](=[CH:39][CH:40]=[CH:41][CH:42]=2)[NH:37][CH:36]=1 |f:4.5|. Procedure: DMA, 1.05 equivalents of DIPEA (Mw=129.2) and 1.05 equivalents of H-Trp-Pro-OH (Mw=301.3; purity=91.0%) were mixed at room temperature for at least 30 min until a solution had formed. The reaction mixture was then diluted with ethyl acetate and cooled to 5±5° C. Once this temperature was reached, 1.00 equivalent of Z-Trp-OSu (Mw=435.45; purity=98.0%) was added and stirring continued for at least 30 min before the solution was left to warm up to room temperature again. After the completion of the... Reactants: CO, CC(Cl)C(=O)c1c(C(C)C)nn2ccccc12, [I-], NCc1ccccc1, [Na+]. Yields the product CC(NCc1ccccc1)C(=O)c1c(C(C)C)nn2ccccc12. Reaction SMILES: [CH3:28][OH:29].[Cl:1][CH:2]([C:3](=[O:4])[c:5]1[c:6]([CH:14]([CH3:15])[CH3:16])[n:7][n:8]2[c:9]1[cH:10][cH:11][cH:12][cH:13]2)[CH3:17].[I-:26].[NH2:18][CH2:19][c:20]1[cH:21][cH:22][cH:23][cH:24][cH:25]1.[Na+:27]>>[CH:2]([C:3](=[O:4])[c:5]1[c:6]([CH:14]([CH3:15])[CH3:16])[n:7][n:8]2[c:9]1[cH:10][cH:11][cH:12][cH:13]2)([CH3:17])[NH:18][CH2:19][c:20]1[cH:21][cH:22][cH:23][cH:24][cH:25]1. Reactants: C(#N)[C@H](C1=CC(=CC=C1)OC1=CC=CC=C1)O ((S)α-cyano-3-phenoxy-benzyl alcohol), C1(CCCCC1)N=C=NC1CCCCC1 (dicyclohexylcarbodiimide), CC1([C@@H]([C@H]1C=C=C)C(=O)O)C ((1R,trans) 2,2-dimethyl-3-(1,2-propadienyl)cyclopropane-carboxylic acid). The reagents and catalysts are CN(C1=CC=NC=C1)C (4-dimethylamino-pyridine). Run in C(Cl)Cl (methylene chloride), C(Cl)Cl (methylene chloride). Run at temperature 0 celsius, time 15 minute. Yields the product benzene-petroleum ether, CC1([C@@H]([C@H]1C=C=C)C(=O)O[C@@H](C1=CC(=CC=C1)OC1=CC=CC=C1)C#N)C ((S)α-cyano-3-phenoxy-benzyl (1R,trans) 2,2-dimethyl-3-(1,2-propadienyl)-cyclopropane-carboxylate). Yield: 35.5%. As a reaction SMILES: C1(N=C=NC2CCCCC2)CCCCC1.[CH3:16][C:17]1([CH3:26])[C@H:19]([CH:20]=[C:21]=[CH2:22])[C@H:18]1[C:23]([OH:25])=[O:24].[C:27]([C@@H:29](O)[C:30]1[CH:35]=[CH:34][CH:33]=[C:32]([O:36][C:37]2[CH:42]=[CH:41][CH:40]=[CH:39][CH:38]=2)[CH:31]=1)#[N:28]>CN(C)C1C=CN=CC=1.C(Cl)Cl>[CH3:16][C:17]1([CH3:26])[C@H:19]([CH:20]=[C:21]=[CH2:22])[C@H:18]1[C:23]([O:25][C@H:29]([C:27]#[N:28])[C:30]1[CH:35]=[CH:34][CH:33]=[C:32]([O:36][C:37]2[CH:38]=[CH:39][CH:40]=[CH:41][CH:42]=2)[CH:31]=1)=[O:24]. Reported procedure: 1.22 g of dicyclohexylcarbodiimide and a few crystals of 4-dimethylamino-pyridine were added at 0° C. to a solution of 900 mg of (1R,trans) 2,2-dimethyl-3-(1,2-propadienyl)cyclopropane-carboxylic acid in 20 ml of methylene chloride and the mixture was stirred at 0° C. for 15 minutes. A solution of 1.46 g of (S)α-cyano-3-phenoxy-benzyl alcohol in 7 ml of methylene chloride was added to the mixture which was stirred for 5 hours at 20° C. and then filtered. The filtrate was evaporated to dryness un...